From a dataset of the Open Reaction Database (ORD), a public repository of structured organic reaction records. describe an organic reaction: reactants, conditions, products, and yield Starting materials: C1CCOC1, Cc1ccccc1, CC(C)[Si](S)(C(C)C)C(C)C, CCOC(=O)C1CCc2ccc(OS(=O)(=O)C(F)(F)F)cc2O1, [H-], [Na+], [Pd], c1ccc(P(c2ccccc2)c2ccccc2)cc1, c1ccc(P(c2ccccc2)c2ccccc2)cc1, c1ccc(P(c2ccccc2)c2ccccc2)cc1, c1ccc(P(c2ccccc2)c2ccccc2)cc1. Yields the product CCOC(=O)C1CCc2ccc(S[Si](C(C)C)(C(C)C)C(C)C)cc2O1. RXN SMILES: [CH2:44]1[O:45][CH2:46][CH2:47][CH2:48]1.[CH3:37][c:38]1[cH:39][cH:40][cH:41][cH:42][cH:43]1.[CH:3]([CH3:4])([CH3:5])[Si:6]([SH:7])([CH:8]([CH3:9])[CH3:10])[CH:11]([CH3:12])[CH3:13].[F:14][C:15]([F:16])([F:17])[S:18]([O:19][c:20]1[cH:21][cH:22][c:23]2[c:28]([cH:29]1)[O:27][CH:26]([C:30](=[O:31])[O:32][CH2:33][CH3:34])[CH2:25][CH2:24]2)(=[O:35])=[O:36].[H-:2].[Na+:1].[Pd:49].[c:107]1([P:108]([c:109]2[cH:110][cH:111][cH:112][cH:113][cH:114]2)[c:115]2[cH:116][cH:117][cH:118][cH:119][cH:120]2)[cH:121][cH:122][cH:123][cH:124][cH:125]1.[c:50]1([P:51]([c:52]2[cH:53][cH:54][cH:55][cH:56][cH:57]2)[c:58]2[cH:59][cH:60][cH:61][cH:62][cH:63]2)[cH:64][cH:65][cH:66][cH:67][cH:68]1.[c:69]1([P:70]([c:71]2[cH:72][cH:73][cH:74][cH:75][cH:76]2)[c:77]2[cH:78][cH:79][cH:80][cH:81][cH:82]2)[cH:83][cH:84][cH:85][cH:86][cH:87]1.[c:88]1([P:89]([c:90]2[cH:91][cH:92][cH:93][cH:94][cH:95]2)[c:96]2[cH:97][cH:98][cH:99][cH:100][cH:101]2)[cH:102][cH:103][cH:104][cH:105][cH:106]1>>[CH:3]([CH3:4])([CH3:5])[Si:6]([S:7][c:20]1[cH:21][cH:22][c:23]2[c:28]([cH:29]1)[O:27][CH:26]([C:30](=[O:31])[O:32][CH2:33][CH3:34])[CH2:25][CH2:24]2)([CH:8]([CH3:9])[CH3:10])[CH:11]([CH3:12])[CH3:13]. The reactants are Cl.Cl.C1(CCCC2=CC=CC=C12)N1CCN(CC1)CCCCN1C(C2=CC=CC=C2C1=O)=O (2-{4-[4-(1,2,3,4-tetrahydronaphthalin-1-yl)-piperazin-1-yl]-butyl}-isoindolin-1,3-dione-dihydrochloride), O.NN (hydrazine-hydrate). Run in C(C)O (ethanol). The product is C1(CCCC2=CC=CC=C12)N1CCN(CC1)CCCCN (4-[4-(1,2,3,4-tetrahydronaphthalin-1-yl)-piperazin-1-yl]-butylamine). As a reaction SMILES: Cl.Cl.[CH:3]1([N:13]2[CH2:18][CH2:17][N:16]([CH2:19][CH2:20][CH2:21][CH2:22][N:23]3C(=O)C4C(=CC=CC=4)C3=O)[CH2:15][CH2:14]2)[C:12]2[C:7](=[CH:8][CH:9]=[CH:10][CH:11]=2)[CH2:6][CH2:5][CH2:4]1.O.NN>C(O)C>[CH:3]1([N:13]2[CH2:14][CH2:15][N:16]([CH2:19][CH2:20][CH2:21][CH2:22][NH2:23])[CH2:17][CH2:18]2)[C:12]2[C:7](=[CH:8][CH:9]=[CH:10][CH:11]=2)[CH2:6][CH2:5][CH2:4]1 |f:0.1.2,3.4|. Procedure details: Batch size: 52 g (106 mmol) 2-{4-[4-(1,2,3,4-tetrahydronaphthalin-1-yl)-piperazin-1-yl]-butyl}-isoindolin-1,3-dione-dihydrochloride and 14.6 ml (300 mmol) hydrazine-hydrate in 500 ml ethanol. The reactants are OC=1C=C(C=CC1)CCCN1C(C2=CC=CC=C2C1=O)=O (2-[3-(3-hydroxyphenyl)propyl]isoindole-1,3-dione), COCCCCO (4-methoxybutanol). The product is C1(NC(C2=CC=CC=C12)=O)=O (isoindoline-1,3-dione). Reaction SMILES: OC1C=C(CCC[N:11]2[C:19](=[O:20])[C:18]3[C:13](=[CH:14][CH:15]=[CH:16][CH:17]=3)[C:12]2=[O:21])C=CC=1.COCCCCO>>[C:12]1(=[O:21])[C:13]2[C:18](=[CH:17][CH:16]=[CH:15][CH:14]=2)[C:19](=[O:20])[NH:11]1. Procedure details: Mitsunobu reaction of phenol 58 with 4-methoxybutanol gave 2434344-methoxybutoxy)phenyl)propyl)isoindoline-1,3-dione as yellow oil. Yield (0.840 g, 66%): 1H NMR (400 MHz, CDCl3) δ 7.80-7.85 (m, 2H), 7.68-7.72 (m, 2H), 7.11-7.17 (m, 1H), 6.72-6.79 (m, 2H), 6.65 (dd, J=8.2, 2.4 Hz, 1H), 3.95 (t, J=6.2 Hz, 2H), 3.75 (t, J=6.8 Hz, 2H), 3.44 (t, J=6.4 Hz, 2H), 3.35 (s, 3H), 2.65 (t, J=7.2 Hz, 2H), 1.98-2.06 (m, 2H), 1.70-1.86 (m, 4H). Starting materials: CCOC(C)=O, Clc1ccc(C2(Cn3ccnc3)CO2)c(Cl)c1, N, O=S(=O)(O)O. Yields the product OCC(O)(Cn1ccnc1)c1ccc(Cl)cc1Cl. RXN SMILES: [CH3:24][CH2:25][O:26][C:27](=[O:28])[CH3:29].[Cl:1][c:2]1[c:3]([C:9]2([CH2:12][n:13]3[cH:14][n:15][cH:16][cH:17]3)[O:10][CH2:11]2)[cH:4][cH:5][c:6]([Cl:8])[cH:7]1.[NH3:23].[S:18]([OH:19])(=[O:20])(=[O:21])[OH:22]>>[Cl:1][c:2]1[c:3]([C:9]([CH2:11][OH:10])([CH2:12][n:13]2[cH:14][n:15][cH:16][cH:17]2)[OH:19])[cH:4][cH:5][c:6]([Cl:8])[cH:7]1. Starting materials: C1(=CC=CC=C1)S(=O)(=O)Cl (PhSO2Cl), [OH-].[Na+] (NaOH), NC(C(=O)O)CCCCCCCC1=NC=2NCCCC2C=C1 (2-Amino-9-(5,6,7,8-tetrahydro-[1,8]naphthyridin-2-yl)-nonanoic acid), [OH-].[Na+] (NaOH), Cl (HCl). The solvent is O1CCOCC1 (dioxane), O.O1CCOCC1 (H2O dioxane). Reaction conditions: time 15 minute. The product is C1(=CC=CC=C1)S(=O)(=O)N[C@H](C(=O)O)CCCCCCCC1=NC=2NCCCC2C=C1 (2(S)-(Benzenesulfonylamino)-9-(5,6,7,8-tetrahydro-[1,8]naphthyridin-2-yl)-nonanoic acid). RXN SMILES: [NH2:1][CH:2]([CH2:6][CH2:7][CH2:8][CH2:9][CH2:10][CH2:11][CH2:12][C:13]1[CH:22]=[CH:21][C:20]2[CH2:19][CH2:18][CH2:17][NH:16][C:15]=2[N:14]=1)[C:3]([OH:5])=[O:4].[OH-].[Na+].[C:25]1([S:31](Cl)(=[O:33])=[O:32])[CH:30]=[CH:29][CH:28]=[CH:27][CH:26]=1.Cl>O.O1CCOCC1.O1CCOCC1>[C:25]1([S:31]([NH:1][C@@H:2]([CH2:6][CH2:7][CH2:8][CH2:9][CH2:10][CH2:11][CH2:12][C:13]2[CH:22]=[CH:21][C:20]3[CH2:19][CH2:18][CH2:17][NH:16][C:15]=3[N:14]=2)[C:3]([OH:5])=[O:4])(=[O:33])=[O:32])[CH:30]=[CH:29][CH:28]=[CH:27][CH:26]=1 |f:1.2,5.6|. Procedure details: A solution of 13-9 (0.27 g, 0.88 mmol) in H2O/dioxane (2:1, 4.4 mL) was cooled to 0° C. and then treated dropwise with 1N NaOH to attained a pH of 10.5. The reaction mixture was then treated with with PhSO2Cl (0.23 g, 1.3 mmol) in dioxane (750 μL) while maintaining a pH of 10.5 by adding 1N NaOH. After 15 min, the pH was adjusted to 7 with 1N HCl to effect a white precipitate. The precipitate was collected by filtration and triturated with EtOAc and then ether to give 13-10 as a colorless solid.